From a dataset of the Open Reaction Database (ORD), a public repository of structured organic reaction records. describe an organic reaction: reactants, conditions, products, and yield Reactants: C(CCC)[Li] (n-Butyl lithium), C(C)(C)NC(C)C (diisopropylamine), C1CCOC1 (THF), CN(C)P(=O)(N(C)C)N(C)C (HMPA), CI (Methyl iodide), C1(=CC=CC=C1)CCC(=O)O (3-phenylpropionic acid), Cl (hydrochloric acid). Solvent: [Cl-].[NH4+] (ammonium chloride). Conditions: temperature 0 celsius, time 20 minute. The product is CC(C(=O)OC)CC1=CC=CC=C1 (methyl 2-methyl-3-phenylpropionate). The yield is 95.0%. RXN SMILES: [CH2:1]([Li])[CH2:2][CH2:3][CH3:4].C(NC(C)C)(C)C.[C:13]1([CH2:19][CH2:20][C:21](O)=O)[CH:18]=CC=CC=1.CN(P(N(C)C)(N(C)C)=[O:28])C.CI.Cl.C1[CH2:42][O:41][CH2:40]C1>[Cl-].[NH4+]>[CH3:4][CH:3]([CH2:2][C:1]1[CH:18]=[CH:13][CH:19]=[CH:20][CH:21]=1)[C:40]([O:41][CH3:42])=[O:28] |f:7.8|. Reported procedure: n-Butyl lithium (1.49N, 49.2 ml, 73.3 mmol) was added dropwise to a solution of diisopropylamine (10.3 ml, 73.3 mmol) in 100 ml of anhydrous THF at 0° C. under argon atmosphere. After the mixture was stirred at 0° C. for 20 minutes, 3-phenylpropionic acid (5.00 g, 33.3 mmol) was added dropwise. After the mixture was stirred at 0° C. for 10 minutes, HMPA (12.7 ml, 73.3 mmol) was added dropwise and the mixture was further stirred for 20 minutes. Methyl iodide (4.4 ml, 69.9 mmol) was added dropwise...